From a dataset of the Open Reaction Database (ORD), a public repository of structured organic reaction records. describe an organic reaction: reactants, conditions, products, and yield Starting materials: C(C)(C)(C)OC(NC1=C(C=C(C(=C1)N(C)CC(C)C)Cl)NC(CC(C1=CC(=CC=C1)C1=CC(=NC=C1)COC1OCCCC1)=O)=O)=O ((RS)-[4-chloro-5-(isobutyl-methyl-amino)-2-(3-oxo-3-{3-[2-(tetrahydro-pyran-2-yloxymethyl)-pyridin-4-yl]-phenyl}-propionylamino)-phenyl]-carbamic acid tert-butyl ester), C(=O)(C(F)(F)F)O (TFA). The solvent is C(Cl)Cl (CH2Cl2). The product is ClC=1C(=CC2=C(NC(CC(=N2)C2=CC(=CC=C2)C2=CC(=NC=C2)CO)=O)C1)N(C)CC(C)C (8-Chloro-4-[3-(2-hydroxymethyl-pyridin-4-yl)-phenyl]-7-(isobutyl-methyl-amino)-1,3-dihydro-benzo[b][1,4]diazepin-2-one), solid. Isolated yield 64.0%. Reaction SMILES: C(OC(=O)[NH:7][C:8]1[CH:13]=[C:12]([N:14]([CH2:16][CH:17]([CH3:19])[CH3:18])[CH3:15])[C:11]([Cl:20])=[CH:10][C:9]=1[NH:21][C:22](=[O:46])[CH2:23][C:24](=O)[C:25]1[CH:30]=[CH:29][CH:28]=[C:27]([C:31]2[CH:36]=[CH:35][N:34]=[C:33]([CH2:37][O:38]C3CCCCO3)[CH:32]=2)[CH:26]=1)(C)(C)C.C(O)(C(F)(F)F)=O>C(Cl)Cl>[Cl:20][C:11]1[C:12]([N:14]([CH2:16][CH:17]([CH3:19])[CH3:18])[CH3:15])=[CH:13][C:8]2[N:7]=[C:24]([C:25]3[CH:30]=[CH:29][CH:28]=[C:27]([C:31]4[CH:36]=[CH:35][N:34]=[C:33]([CH2:37][OH:38])[CH:32]=4)[CH:26]=3)[CH2:23][C:22](=[O:46])[NH:21][C:9]=2[CH:10]=1. Procedure details: The title compound was prepared from (RS)-[4-chloro-5-(isobutyl-methyl-amino)-2-(3-oxo-3-{3-[2-(tetrahydro-pyran-2-yloxymethyl)-pyridin-4-yl]-phenyl}-propionylamino)-phenyl]-carbamic acid tert-butyl ester (Example M281) (0.34 g, 0.51 mmol) by treatment with TFA in CH2Cl2 according to the general procedure N. Obtained as a light brown solid (152 mg, 64%). The product is ClC=1C=C(CN2CC=3C(=NC=CC3C2=O)C(=O)OC2=CC=CC=C2)C=CC1OCC(F)F (phenyl 2-(3-chloro-4-(2,2-difluoroethoxy)benzyl)-1-oxo-2,3-dihydro-1H-pyrrolo[3,4-c]pyridine-4-carboxylate). Yield: 78.0%. Reactants: ClC1=NC=CC2=C1CN(C2=O)CC2=CC(=C(C=C2)OCC(F)F)Cl (4-chloro-2-(3-chloro-4-(2,2-difluoroethoxy)benzyl)-2,3-dihydro-1H-pyrrolo[3,4-c]pyridin-1-one), C(=O)OC1=CC=CC=C1 (phenyl formate). As a reaction SMILES: Cl[C:2]1[C:7]2[CH2:8][N:9]([CH2:12][C:13]3[CH:18]=[CH:17][C:16]([O:19][CH2:20][CH:21]([F:23])[F:22])=[C:15]([Cl:24])[CH:14]=3)[C:10](=[O:11])[C:6]=2[CH:5]=[CH:4][N:3]=1.[CH:25]([O:27][C:28]1[CH:33]=[CH:32][CH:31]=[CH:30][CH:29]=1)=[O:26]>>[Cl:24][C:15]1[CH:14]=[C:13]([CH:18]=[CH:17][C:16]=1[O:19][CH2:20][CH:21]([F:23])[F:22])[CH2:12][N:9]1[C:10](=[O:11])[C:6]2[CH:5]=[CH:4][N:3]=[C:2]([C:25]([O:27][C:28]3[CH:33]=[CH:32][CH:31]=[CH:30][CH:29]=3)=[O:26])[C:7]=2[CH2:8]1. Reported procedure: The title compound is prepared in 78% yield (220 mg, yellow solid) from 4-chloro-2-(3-chloro-4-(2,2-difluoroethoxy)benzyl)-2,3-dihydro-1H-pyrrolo[3,4-c]pyridin-1-one (230 mg, 0.62 mmol, Intermediate-39) and phenyl formate (150 mg, 1.2 mmol) in a similar manner to Intermediate-91.